Dataset: the Open Reaction Database (ORD), a public repository of structured organic reaction records. Task: describe an organic reaction: reactants, conditions, products, and yield The reactants are CN(C)CC1=CC=2CN(CCC2O1)C(C1=CC=C(C=C1)C1C(C1)C1=CC=CC=C1)=O (N,N-Dimethyl-[5-[4-(2-phenylcyclopropyl)benzoyl]-4,5,6,7-tetrahydrofuro[3,2-c]pyridin-2-ylmethyl]amine), Cl (hydrogen chloride). Solvent: CO (methanol), C(C)(=O)OCC (ethyl acetate). The product is Cl.CN(C)CC1=CC=2CN(CCC2O1)C(C1=CC=C(C=C1)C1C(C1)C1=CC=CC=C1)=O (N,N-dimethyl-[5-[4-(2-phenylcyclopropyl)benzoyl]-4,5,6,7-tetrahydrofuro[3,2-c]pyridin-2-ylmethyl]amine hydrochloride). RXN SMILES: [CH3:1][N:2]([CH2:4][C:5]1[O:13][C:12]2[CH2:11][CH2:10][N:9]([C:14](=[O:30])[C:15]3[CH:20]=[CH:19][C:18]([CH:21]4[CH2:23][CH:22]4[C:24]4[CH:29]=[CH:28][CH:27]=[CH:26][CH:25]=4)=[CH:17][CH:16]=3)[CH2:8][C:7]=2[CH:6]=1)[CH3:3].[ClH:31]>CO.C(OCC)(=O)C>[ClH:31].[CH3:3][N:2]([CH2:4][C:5]1[O:13][C:12]2[CH2:11][CH2:10][N:9]([C:14](=[O:30])[C:15]3[CH:16]=[CH:17][C:18]([CH:21]4[CH2:23][CH:22]4[C:24]4[CH:25]=[CH:26][CH:27]=[CH:28][CH:29]=4)=[CH:19][CH:20]=3)[CH2:8][C:7]=2[CH:6]=1)[CH3:1] |f:4.5|. Procedure: N,N-Dimethyl-[5-[4-(2-phenylcyclopropyl)benzoyl]-4,5,6,7-tetrahydrofuro[3,2-c]pyridin-2-ylmethyl]amine 0.180 g was dissolved in 2 ml of methanol; hydrogen chloride in ethyl acetate was added in excess, followed by stirring. This mixture was concentrated and washed with diethyl ether to yield the desired product. Reactants: O=Cc1ccc(-c2ccccc2)cc1, [H][H], c1ccccc1. Product: Cc1ccc(-c2ccccc2)cc1. RXN SMILES: [CH:1](=[O:2])[c:3]1[cH:4][cH:5][c:6](-[c:9]2[cH:10][cH:11][cH:12][cH:13][cH:14]2)[cH:7][cH:8]1.[H:15][H:16].[cH:17]1[cH:18][cH:19][cH:20][cH:21][cH:22]1>>[CH3:1][c:3]1[cH:4][cH:5][c:6](-[c:9]2[cH:10][cH:11][cH:12][cH:13][cH:14]2)[cH:7][cH:8]1.